Dataset: the Open Reaction Database (ORD), a public repository of structured organic reaction records. Task: describe an organic reaction: reactants, conditions, products, and yield Reactants: C(C1=CC=CC=C1)(=O)Cl (benzoyl chloride), C(C)(C)NC(C)C (Diisopropylamine), C(CCC)[Li] (butyllithium), C(C)OC(CC(C)(C)C)=O (3,3-dimethylbutyric acid ethyl ester), [Cl-].[NH4+] (ammonium chloride). Reaction conditions: temperature 5 celsius. RXN SMILES: C(NC(C)C)(C)C.C([Li])CCC.[CH2:13]([O:15][C:16](=[O:22])[CH2:17][C:18]([CH3:21])([CH3:20])[CH3:19])[CH3:14].[C:23](Cl)(=[O:30])[C:24]1[CH:29]=[CH:28][CH:27]=[CH:26][CH:25]=1.[Cl-].[NH4+]>O1CCCC1>[CH2:13]([O:15][C:16](=[O:22])[CH:17]([C:23](=[O:30])[C:24]1[CH:29]=[CH:28][CH:27]=[CH:26][CH:25]=1)[C:18]([CH3:21])([CH3:20])[CH3:19])[CH3:14] |f:4.5|. Procedure: Diisopropylamine (5.6 ml) was dissolved in tetrahydrofuran (56 ml), butyllithium (1.6M hexane solution, 25 ml) was added dropwise thereto at 5° C. with stirring under a nitrogen atmosphere, and the resulting mixture was stirred for 15 minutes. The reaction mixture was cooled to -70° C., and 3,3-dimethylbutyric acid ethyl ester (6.7 ml) was added dropwise thereto, followed by stirring of the resulting mixture for 10 minutes. Then, benzoyl chloride (2.3 ml) was added dropwise to the reaction mixtu... Solvent: O1CCCC1 (tetrahydrofuran). The product is C(C)OC(C(C(C)(C)C)C(C1=CC=CC=C1)=O)=O (2-Benzoyl-3,3-dimethylbutyric acid ethyl ester). Isolated yield 91.0%. Reactants: Cc1ccc(Oc2ccc(C(=O)CNC(C)(C)C)cc2O)cc1, O=C(Cl)c1cccnc1. Product: Cc1ccc(Oc2ccc(C(=O)CNC(C)(C)C)cc2OC(=O)c2cccnc2)cc1. Reaction SMILES: [C:1]([CH3:2])([CH3:3])([CH3:4])[NH:5][CH2:6][C:7](=[O:8])[c:9]1[cH:10][c:11]([OH:23])[c:12]([O:15][c:16]2[cH:17][cH:18][c:19]([CH3:22])[cH:20][cH:21]2)[cH:13][cH:14]1.[C:24]([c:25]1[cH:26][n:27][cH:28][cH:29][cH:30]1)(=[O:31])[Cl:32]>>[C:1]([CH3:2])([CH3:3])([CH3:4])[NH:5][CH2:6][C:7](=[O:8])[c:9]1[cH:10][c:11]([O:23][C:24]([c:25]2[cH:26][n:27][cH:28][cH:29][cH:30]2)=[O:31])[c:12]([O:15][c:16]2[cH:17][cH:18][c:19]([CH3:22])[cH:20][cH:21]2)[cH:13][cH:14]1. Starting materials: CO, ClCCl, Cl, COc1cc(-c2csc3c(N=C(c4ccccc4)c4ccccc4)cnc(N)c23)ccc1NC(=O)c1cc2ccccc2n1C, C1CCOC1. The product is COc1cc(-c2csc3c(N)cnc(N)c23)ccc1NC(=O)c1cc2ccccc2n1C. RXN SMILES: [CH3:55][OH:56].[Cl:52][CH2:53][Cl:54].[ClH:51].[NH2:1][c:2]1[n:3][cH:4][c:5]([N:32]=[C:33]([c:34]2[cH:35][cH:36][cH:37][cH:38][cH:39]2)[c:40]2[cH:41][cH:42][cH:43][cH:44][cH:45]2)[c:6]2[c:7]1[c:8](-[c:11]1[cH:12][c:13]([O:30][CH3:31])[c:14]([NH:17][C:18](=[O:19])[c:20]3[n:21]([CH3:29])[c:22]4[cH:23][cH:24][cH:25][cH:26][c:27]4[cH:28]3)[cH:15][cH:16]1)[cH:9][s:10]2.[O:46]1[CH2:47][CH2:48][CH2:49][CH2:50]1>>[NH2:1][c:2]1[n:3][cH:4][c:5]([NH2:32])[c:6]2[c:7]1[c:8](-[c:11]1[cH:12][c:13]([O:30][CH3:31])[c:14]([NH:17][C:18](=[O:19])[c:20]3[n:21]([CH3:29])[c:22]4[cH:23][cH:24][cH:25][cH:26][c:27]4[cH:28]3)[cH:15][cH:16]1)[cH:9][s:10]2. Starting materials: OC1CCN(CC1)CCNC(=O)C=1N=NC(=C(C1)C1=CC=C(C=C1)OC1CCCCC1)CCCC (6-butyl-5-(4-cyclohexyloxy-phenyl)-pyridazine-3-carboxylic acid [2-(4-hydroxy-piperidin-1-yl)-ethyl]-amide), O1CCOCC1.Cl (HCl dioxane). Product: Cl.Cl.OC1CCN(CC1)CCNC(=O)C=1N=NC(=C(C1)C1=CC=C(C=C1)OC1CCCCC1)CCCC (6-Butyl-5-(4-cyclohexyloxy-phenyl)-pyridazine-3-carboxylic acid [2-(4-hydroxy-piperidin-1-yl)-ethyl]-amide dihydrochloride). RXN SMILES: [OH:1][CH:2]1[CH2:7][CH2:6][N:5]([CH2:8][CH2:9][NH:10][C:11]([C:13]2[N:14]=[N:15][C:16]([CH2:32][CH2:33][CH2:34][CH3:35])=[C:17]([C:19]3[CH:24]=[CH:23][C:22]([O:25][CH:26]4[CH2:31][CH2:30][CH2:29][CH2:28][CH2:27]4)=[CH:21][CH:20]=3)[CH:18]=2)=[O:12])[CH2:4][CH2:3]1.O1CCOCC1.[ClH:42]>>[ClH:42].[ClH:42].[OH:1][CH:2]1[CH2:3][CH2:4][N:5]([CH2:8][CH2:9][NH:10][C:11]([C:13]2[N:14]=[N:15][C:16]([CH2:32][CH2:33][CH2:34][CH3:35])=[C:17]([C:19]3[CH:20]=[CH:21][C:22]([O:25][CH:26]4[CH2:27][CH2:28][CH2:29][CH2:30][CH2:31]4)=[CH:23][CH:24]=3)[CH:18]=2)=[O:12])[CH2:6][CH2:7]1 |f:1.2,3.4.5|. Procedure details: The title compound may be prepared by treatment of the amide with a HCl dioxane solution. The reactants are COC(OC)(OC(c1ccccc1)(c1ccccc1)c1ccccc1)C1CC(O)CN1C(=O)OCC1c2ccccc2-c2ccccc21, CC(C)(C)[Si](Cl)(c1ccccc1)c1ccccc1, CN(C)C=O, c1c[nH]cn1. The product is COC(OC)(OC(c1ccccc1)(c1ccccc1)c1ccccc1)C1CC(O[Si](c2ccccc2)(c2ccccc2)C(C)(C)C)CN1C(=O)OCC1c2ccccc2-c2ccccc21. Reaction SMILES: [C:1](=[O:2])([O:3][CH2:4][CH:5]1[c:6]2[cH:7][cH:8][cH:9][cH:10][c:11]2-[c:12]2[cH:13][cH:14][cH:15][cH:16][c:17]21)[N:18]1[CH2:19][CH:20]([OH:48])[CH2:21][CH:22]1[C:23]([O:24][C:25]([c:26]1[cH:27][cH:28][cH:29][cH:30][cH:31]1)([c:32]1[cH:33][cH:34][cH:35][cH:36][cH:37]1)[c:38]1[cH:39][cH:40][cH:41][cH:42][cH:43]1)([O:44][CH3:45])[O:46][CH3:47].[C:49]([CH3:50])([CH3:51])([CH3:52])[Si:53]([c:54]1[cH:55][cH:56][cH:57][cH:58][cH:59]1)([c:60]1[cH:61][cH:62][cH:63][cH:64][cH:65]1)[Cl:66].[O:72]=[CH:73][N:74]([CH3:75])[CH3:76].[nH:67]1[cH:68][cH:69][n:70][cH:71]1>>[C:1](=[O:2])([O:3][CH2:4][CH:5]1[c:6]2[cH:7][cH:8][cH:9][cH:10][c:11]2-[c:12]2[cH:13][cH:14][cH:15][cH:16][c:17]21)[N:18]1[CH2:19][CH:20]([O:48][Si:53]([C:49]([CH3:50])([CH3:51])[CH3:52])([c:54]2[cH:55][cH:56][cH:57][cH:58][cH:59]2)[c:60]2[cH:61][cH:62][cH:63][cH:64][cH:65]2)[CH2:21][CH:22]1[C:23]([O:24][C:25]([c:26]1[cH:27][cH:28][cH:29][cH:30][cH:31]1)([c:32]1[cH:33][cH:34][cH:35][cH:36][cH:37]1)[c:38]1[cH:39][cH:40][cH:41][cH:42][cH:43]1)([O:44][CH3:45])[O:46][CH3:47]. Reactants: NC1=NC(=C(C(=N1)C)CC1=C(C=C(OCCOCCC(F)(F)P(OCC)(OCC)=O)C=C1)OC)NCCCCC (diethyl (3-(2-(4-((2-amino-4-methyl-6-(pentylamino)pyrimidin-5-yl)methyl)-3-methoxyphenoxy)ethoxy)-1,1-difluoropropyl)phosphonate), C[Si](C)(C)Br (trimethylsilyl bromide). The solvent is C(Cl)Cl (CH2Cl2). Run at temperature 22 celsius, time 18 hour. Yields the product NC1=NC(=C(C(=N1)C)CC1=C(C=C(OCCOCCC(F)(F)P(O)(O)=O)C=C1)OC)NCCCCC ((3-(2-(4-((2-amino-4-methyl-6-(pentylamino)pyrimidin-5-yl)methyl)-3-methoxyphenoxy)ethoxy)-1,1-difluoropropyl)phosphonic acid). Reaction SMILES: [NH2:1][C:2]1[N:7]=[C:6]([CH3:8])[C:5]([CH2:9][C:10]2[CH:32]=[CH:31][C:13]([O:14][CH2:15][CH2:16][O:17][CH2:18][CH2:19][C:20]([P:23](=[O:30])([O:27]CC)[O:24]CC)([F:22])[F:21])=[CH:12][C:11]=2[O:33][CH3:34])=[C:4]([NH:35][CH2:36][CH2:37][CH2:38][CH2:39][CH3:40])[N:3]=1.C[Si](Br)(C)C>C(Cl)Cl>[NH2:1][C:2]1[N:7]=[C:6]([CH3:8])[C:5]([CH2:9][C:10]2[CH:32]=[CH:31][C:13]([O:14][CH2:15][CH2:16][O:17][CH2:18][CH2:19][C:20]([P:23](=[O:24])([OH:27])[OH:30])([F:22])[F:21])=[CH:12][C:11]=2[O:33][CH3:34])=[C:4]([NH:35][CH2:36][CH2:37][CH2:38][CH2:39][CH3:40])[N:3]=1. Reported procedure: To a solution of diethyl (3-(2-(4-((2-amino-4-methyl-6-(pentylamino)pyrimidin-5-yl)methyl)-3-methoxyphenoxy)ethoxy)-1,1-difluoropropyl)phosphonate (1 equiv.) in CH2Cl2 (0.10 M) at 0° C. was slowly added trimethylsilyl bromide (10 equiv.). After 1 h the ice-bath was removed and the reaction mixture was allowed to stir at 22° C. for 18 h. At this point the volatiles were removed in vacuo and the resulting residue was purified by Reverse Phase-HPLC using a 20-90% 0.5 mM NH4OAc (in MeCN) to 10 mM NH...